The task is: describe an organic reaction: reactants, conditions, products, and yield. This data is from the Open Reaction Database (ORD), a public repository of structured organic reaction records. The reactants are [Li+].[OH-] (LiOH), C(C1=CC=CC=C1)N1C(C(=NC=C1)C(=O)OC)=O (methyl 4-benzyl-3-oxo-3,4-dihydropyrazine-2-carboxylate), Cl (HCl). The solvent is C1CCOC1.CO (THF MeOH). Run at time 4 hour. The product is C(C1=CC=CC=C1)N1C(C(=NC=C1)C(=O)O)=O (4-benzyl-3-oxo-3,4-dihydropyrazine-2-carboxylic acid). Yield: 81.6%. As a reaction SMILES: [Li+].[OH-].[CH2:3]([N:10]1[CH:15]=[CH:14][N:13]=[C:12]([C:16]([O:18]C)=[O:17])[C:11]1=[O:20])[C:4]1[CH:9]=[CH:8][CH:7]=[CH:6][CH:5]=1.Cl>C1COCC1.CO>[CH2:3]([N:10]1[CH:15]=[CH:14][N:13]=[C:12]([C:16]([OH:18])=[O:17])[C:11]1=[O:20])[C:4]1[CH:5]=[CH:6][CH:7]=[CH:8][CH:9]=1 |f:0.1,4.5|. Reported procedure: LiOH (0.82 mL, 0.82 mmol, 1.0 M) was added to a solution of methyl 4-benzyl-3-oxo-3,4-dihydropyrazine-2-carboxylate (0.10 g, 0.41 mmol) in a mixture of THF-MeOH (3:1 ratio, 6 mL) at room temperature. After stirring for 4 hours, 1 N HCl (0.9 mL) was added. The reaction mixture was extracted with EtOAc, dried over MgSO4, and concentrated to give the desired product (0.077 g, 82%). 1H NMR (400 MHz, CD3OD) δ 8.0 (d, 1H), 7.68 (d, 1H), 7.36-7.42 (m, 5H), 5.29 (s, 2H). Reactants: ClCCl, O=C(Cl)c1cccnc1F, CC1(C)CNC(=O)c2cc(N)ccc21, [Na+], O=C([O-])O. Yields the product CC1(C)CNC(=O)c2cc(NC(=O)c3cccnc3F)ccc21. Reaction SMILES: [Cl:30][CH2:31][Cl:32].[F:1][c:2]1[c:3]([C:4](=[O:5])[Cl:6])[cH:7][cH:8][cH:9][n:10]1.[NH2:11][c:12]1[cH:13][cH:14][c:15]2[c:20]([cH:21]1)[C:19](=[O:22])[NH:18][CH2:17][C:16]2([CH3:23])[CH3:24].[Na+:29].[O-:25][C:26]([OH:27])=[O:28]>>[F:1][c:2]1[c:3]([C:4](=[O:5])[NH:11][c:12]2[cH:13][cH:14][c:15]3[c:20]([cH:21]2)[C:19](=[O:22])[NH:18][CH2:17][C:16]3([CH3:23])[CH3:24])[cH:7][cH:8][cH:9][n:10]1. The reactants are CN(C)CC(=O)O, CO, CNc1ccc(-n2cc(CNC(=O)c3ccc(Cl)s3)nn2)cc1, O=P(Cl)(Cl)Cl. The product is CN(C)CC(=O)N(C)c1ccc(-n2cc(CNC(=O)c3ccc(Cl)s3)nn2)cc1. RXN SMILES: [CH3:24][N:25]([CH3:26])[CH2:27][C:28]([OH:29])=[O:30].[CH3:36][OH:37].[Cl:1][c:2]1[cH:3][cH:4][c:5]([C:7](=[O:8])[NH:9][CH2:10][c:11]2[n:12][n:13][n:14](-[c:16]3[cH:17][cH:18][c:19]([NH:22][CH3:23])[cH:20][cH:21]3)[cH:15]2)[s:6]1.[P:31]([Cl:32])([Cl:33])([Cl:34])=[O:35]>>[Cl:1][c:2]1[cH:3][cH:4][c:5]([C:7](=[O:8])[NH:9][CH2:10][c:11]2[n:12][n:13][n:14](-[c:16]3[cH:17][cH:18][c:19]([N:22]([CH3:23])[C:28]([CH2:27][N:25]([CH3:24])[CH3:26])=[O:30])[cH:20][cH:21]3)[cH:15]2)[s:6]1. Starting materials: S(C)(=O)(=O)[O-] (mesylate), C1=CC(=CC=C1CCO)Cl (4-chlorophenethanol), CS(=O)(=O)Cl (methanesulfonyl chloride), OC1=CC=C(C=C1)C(C)=O (4′-hydroxyacetophenone), C([O-])([O-])=O.[K+].[K+] (potassium carbonate). The solvent is CN(C)C=O (DMF). Reaction conditions: temperature 80 celsius. Product: ClC1=CC=C(C=C1)CCOC1=CC=C(C=C1)C(C)=O (1-{4-[2-(4-chlorophenyl)ethoxy]phenyl}ethanone). RXN SMILES: [OH:1][C:2]1[CH:7]=[CH:6][C:5]([C:8](=[O:10])[CH3:9])=[CH:4][CH:3]=1.C(=O)([O-])[O-].[K+].[K+].S([O-])(=O)(=O)C.[CH:22]1[C:27]([CH2:28][CH2:29]O)=[CH:26][CH:25]=[C:24]([Cl:31])[CH:23]=1.CS(Cl)(=O)=O>CN(C=O)C>[Cl:31][C:24]1[CH:25]=[CH:26][C:27]([CH2:28][CH2:29][O:1][C:2]2[CH:7]=[CH:6][C:5]([C:8](=[O:10])[CH3:9])=[CH:4][CH:3]=2)=[CH:22][CH:23]=1 |f:1.2.3|. Procedure: To a stirred solution of 4′-hydroxyacetophenone (4 mmol) in DMF (10 mL) at rt, solid potassium carbonate (12.0 mmol) was added. 4-chlorophenthoxy mesylate (prepared from the 4-chlorophenethanol and methanesulfonyl chloride) (4.4 mmol) was added to the reaction mixture and heated to 80° C. until completion according to General Procedure Q1, as indicated by TLC or HPLC. After cooling to rt, the reaction mixture was quenched with saturated sodium bicarbonate. The aqueous layer was poured into EtOAc... The reactants are C(C1=CC=CC=C1)OC(=O)N1CC([C@@H](C1)C1(CC1)C(=O)OCC)(F)F (1-Benzyloxycarbonyl-4-(R)-(1-ethoxycarbonylcyclopropyl)-3,3-difluoropyrrolidine), [OH-].[Na+] (sodium hydroxide). Run in C(C)O (ethanol). Run at time 16 hour. Yields the product C(C1=CC=CC=C1)OC(=O)N1C[C@@H](C(C1)(F)F)C1(CC1)C(=O)O (1-[1-Benzyloxycarbonyl-4,4-difluoro-3-(S)-pyrrolidinyl]cyclopropanecarboxylic acid). Isolated yield 92.9%. As a reaction SMILES: [CH2:1]([O:8][C:9]([N:11]1[CH2:15][C@@H:14]([C:16]2([C:19]([O:21]CC)=[O:20])[CH2:18][CH2:17]2)[C:13]([F:25])([F:24])[CH2:12]1)=[O:10])[C:2]1[CH:7]=[CH:6][CH:5]=[CH:4][CH:3]=1.[OH-].[Na+]>C(O)C>[CH2:1]([O:8][C:9]([N:11]1[CH2:12][C:13]([F:24])([F:25])[C@@H:14]([C:16]2([C:19]([OH:21])=[O:20])[CH2:18][CH2:17]2)[CH2:15]1)=[O:10])[C:2]1[CH:3]=[CH:4][CH:5]=[CH:6][CH:7]=1 |f:1.2|. Procedure: 1-Benzyloxycarbonyl-4-(R)-(1-ethoxycarbonylcyclopropyl)-3,3-difluoropyrrolidine (2.287 g, 6.472 mmol) was dissolved in ethanol (65 ml) to which, while cooling in an ice bath, was added dropwise a 10 N sodium hydroxide aqueous solution (6.5 ml). The reaction solution was stirred at room temperature for 16 hours and then ethanol was evaporated under reduced pressure. The thus obtained residue was mixed with water (50 ml) and washed with dichloromethane (50 ml×2), and the thus separated aqueous lay... The reactants are CCOC(=O)C1CCCCC1=O (cyclohexanone-2-carboxylic acid ethylester), C1(=CC=CC=C1)NN (phenylhydrazine), C(C)(=O)O (acetic acid). Conditions: temperature 120 celsius. The product is C(C)N1N(C(C=2CCCCC12)=O)C1=CC=CC=C1 (Ethyl-2-phenyl-1,2,4,5,6,7-hexahydro-indazol-3-one). Reaction SMILES: CCO[C:4]([CH:6]1[C:11](=O)[CH2:10][CH2:9][CH2:8][CH2:7]1)=[O:5].[C:13]1([NH:19][NH2:20])[CH:18]=[CH:17][CH:16]=[CH:15][CH:14]=1.[C:21](O)(=O)[CH3:22]>>[CH2:21]([N:20]1[C:11]2[CH2:10][CH2:9][CH2:8][CH2:7][C:6]=2[C:4](=[O:5])[N:19]1[C:13]1[CH:18]=[CH:17][CH:16]=[CH:15][CH:14]=1)[CH3:22]. Procedure: To a solution of cyclohexanone-2-carboxylic acid ethylester (0.6 g) in acetic acid (1 mL) in a round bottom flask under argon was added phenylhydrazine (0.38 g). The mixture was immersed into an oil bath and heated to 120° C. overnight. The reaction vessel was then cooled and the acetic acid was evaporated in vacuo and the remaining solid was dissolved in EtOAc and water. The phases were separated and the aqueous phase was extracted with further EtOAc. The combined organic phases were washed wit...